describe an organic reaction: reactants, conditions, products, and yield From a dataset of the Open Reaction Database (ORD), a public repository of structured organic reaction records. Reported procedure: To a solution of 5-(benzoxazol-2-yl)-2-(tetrahydropyran-4-yl)aminoaniline (see Working Example 20-2) (200 mg, 0.646 mmol) in methanol (5 mL) was added ethyl 3-methoxybenzimidate hydrochloride (153 mg, 0.711 mmol), and this was stirred at room temperature for 8 hours. After the reaction was complete, saturated aqueous sodium hydrogen carbonate solution was added, and this was extracted with chloroform. After the organic layer obtained was dried over anhydrous sodium sulfate, it was filtered and c... Reaction conditions: time 8 hour. Solvent: CO (methanol). Reactants: O1C(=NC2=C1C=CC=C2)C=2C=CC(=C(N)C2)NC2CCOCC2 (5-(benzoxazol-2-yl)-2-(tetrahydropyran-4-yl)aminoaniline), Cl.COC=1C=C(C(OCC)=N)C=CC1 (ethyl 3-methoxybenzimidate hydrochloride), C(O)([O-])=O.[Na+] (sodium hydrogen carbonate). As a reaction SMILES: [O:1]1[C:5]2[CH:6]=[CH:7][CH:8]=[CH:9][C:4]=2[N:3]=[C:2]1[C:10]1[CH:11]=[CH:12][C:13]([NH:17][CH:18]2[CH2:23][CH2:22][O:21][CH2:20][CH2:19]2)=[C:14]([CH:16]=1)[NH2:15].Cl.[CH3:25][O:26][C:27]1[CH:28]=[C:29]([CH:35]=[CH:36][CH:37]=1)[C:30](=N)OCC.C(=O)([O-])O.[Na+]>CO>[O:1]1[C:5]2[CH:6]=[CH:7][CH:8]=[CH:9][C:4]=2[N:3]=[C:2]1[C:10]1[CH:11]=[CH:12][C:13]2[N:17]([CH:18]3[CH2:23][CH2:22][O:21][CH2:20][CH2:19]3)[C:30]([C:29]3[CH:35]=[CH:36][CH:37]=[C:27]([O:26][CH3:25])[CH:28]=3)=[N:15][C:14]=2[CH:16]=1 |f:1.2,3.4|. The yield is 78.6%. Product: O1C(=NC2=C1C=CC=C2)C2=CC1=C(N(C(=N1)C1=CC(=CC=C1)OC)C1CCOCC1)C=C2 (5-(benzoxazol-2-yl)-2-(3-methoxyphenyl)-1-(tetrahydropyran-4-yl)benzimidazole).